This data is from the Open Reaction Database (ORD), a public repository of structured organic reaction records. The task is: describe an organic reaction: reactants, conditions, products, and yield Reactants: BrC1=CC=C(C(C(=O)O)=C1)O (5-bromosalicylic acid), ClC=1C=C(N)C=CC1 (3-chloroaniline), raw materials. Yields the product BrC=1C=CC(=C(C(=O)NC2=CC(=CC=C2)Cl)C1)O (5-Bromo-N-(3-chlorophenyl)-2-hydroxybenzamide). Yield: 63.1%. RXN SMILES: [Br:1][C:2]1[CH:10]=[C:6]([C:7]([OH:9])=O)[C:5]([OH:11])=[CH:4][CH:3]=1.[Cl:12][C:13]1[CH:14]=[C:15]([CH:17]=[CH:18][CH:19]=1)[NH2:16]>>[Br:1][C:2]1[CH:3]=[CH:4][C:5]([OH:11])=[C:6]([CH:10]=1)[C:7]([NH:16][C:15]1[CH:17]=[CH:18][CH:19]=[C:13]([Cl:12])[CH:14]=1)=[O:9]. Reported procedure: Using 5-bromosalicylic acid and 3-chloroaniline as the raw materials, the same operation as the example 16 gave the title compound. Reactants: FC1=CC(=C(N)C=C1C)I (4-fluoro-2-iodo-5-methylaniline), C[Si](C)(C)C#C (trimethylsilylacetylene). The reagents and catalysts are Cl[Pd]([P](C1=CC=CC=C1)(C2=CC=CC=C2)C3=CC=CC=C3)([P](C4=CC=CC=C4)(C5=CC=CC=C5)C6=CC=CC=C6)Cl (PdCl2(PPh3)2), [Cu]I (copper(I) iodide). Run in C(C)N(CC)CC (triethylamine). Reaction conditions: time 8 hour. Yields the product FC1=CC(=C(N)C=C1C)C#C[Si](C)(C)C (4-fluoro-5-methyl-2-((trimethylsilyl)ethynyl)aniline). Yield: 97.0%. As a reaction SMILES: [F:1][C:2]1[C:8]([CH3:9])=[CH:7][C:5]([NH2:6])=[C:4](I)[CH:3]=1.[CH3:11][Si:12]([C:15]#[CH:16])([CH3:14])[CH3:13]>C(N(CC)CC)C.Cl[Pd](Cl)([P](C1C=CC=CC=1)(C1C=CC=CC=1)C1C=CC=CC=1)[P](C1C=CC=CC=1)(C1C=CC=CC=1)C1C=CC=CC=1.[Cu]I>[F:1][C:2]1[C:8]([CH3:9])=[CH:7][C:5]([NH2:6])=[C:4]([C:16]#[C:15][Si:12]([CH3:14])([CH3:13])[CH3:11])[CH:3]=1 |^1:26,45|. Reported procedure: Into a mixture of 4-fluoro-2-iodo-5-methylaniline (12.0 g, 47.8 mmol, plus ca. 10% of the undesired isomer), PdCl2(PPh3)2 (1.68 g, 2.39 mmol) and copper(I) iodide (0.455 g, 2.39 mmol) in triethylamine (125 mL) at 0° C. was added trimethylsilylacetylene (5.15 g, 52.6 mmol) dropwise. The mixture was warmed to room temperature and stirred overnight. The solvent was evaporated and the residue was dissolved in ethyl ether and filtered. The filtrate was evaporated and purified via flash chromatography... Product: Clc1ccc(CBr)c(Cl)n1. Reactants: Fc1cc(CBr)c(Cl)nc1Cl, OCc1ccc(Cl)nc1Cl. As a reaction SMILES: [Br:11][CH2:12][c:13]1[c:14]([Cl:21])[n:15][c:16]([Cl:20])[c:17]([F:19])[cH:18]1.[Cl:1][c:2]1[c:3]([CH2:4][OH:5])[cH:6][cH:7][c:8]([Cl:9])[n:10]1>>[Br:11][CH2:12][c:13]1[c:14]([Cl:21])[n:15][c:16]([Cl:20])[cH:17][cH:18]1. Starting materials: Cl.OC(CN1CCN(CC1)C1=C(C=CC=C1)C)C=1C=CC(=C(C(=O)OC)C1)OC (methyl 5-[1-hydroxy-2-[4-(2-methylphenyl)-1-piperazinyl]ethyl]-2-methoxybenzoate hydrochloride), Cl.OC(CN1CCN(CC1)C1=C(C=CC=C1)OC)C=1C=CC(=C(C(=O)OC)C1)OC (methyl 5-[1-hydroxy-2-[4-(2-methoxyphenyl)-1-piperazinyl]ethyl]-2-methoxybenzoate hydrochloride). Product: Cl.OC(CN1CCN(CC1)C1=C(C=CC=C1)C)C=1C=CC(=C(C(=O)NC)C1)OC (5-[1-hydroxy-2-[4-(2-methylphenyl)-1-piperazinyl]ethyl]-2-methoxy-N-methylbenzamide hydrochloride). As a reaction SMILES: [ClH:1].[OH:2][CH:3]([C:18]1[CH:19]=[CH:20][C:21]([O:28][CH3:29])=[C:22]([CH:27]=1)[C:23](OC)=[O:24])[CH2:4][N:5]1[CH2:10][CH2:9][N:8]([C:11]2[CH:16]=[CH:15][CH:14]=[CH:13][C:12]=2[CH3:17])[CH2:7][CH2:6]1.Cl.OC(C1C=CC(OC)=C(C=1)C(OC)=O)[CH2:33][N:34]1CCN(C2C=CC=CC=2OC)CC1>>[ClH:1].[OH:2][CH:3]([C:18]1[CH:19]=[CH:20][C:21]([O:28][CH3:29])=[C:22]([CH:27]=1)[C:23]([NH:34][CH3:33])=[O:24])[CH2:4][N:5]1[CH2:6][CH2:7][N:8]([C:11]2[CH:16]=[CH:15][CH:14]=[CH:13][C:12]=2[CH3:17])[CH2:9][CH2:10]1 |f:0.1,2.3,4.5|. Procedure details: Following essentially the same procedure but substituting methyl 5-[1-hydroxy-2-[4-(2-methylphenyl)-1-piperazinyl]ethyl]-2-methoxybenzoate hydrochloride for the methyl 5-[1-hydroxy-2-[4-(2-methoxyphenyl)-1-piperazinyl]ethyl]-2-methoxybenzoate hydrochloride above results in the preparation of 5-[1-hydroxy-2-[4-(2-methylphenyl)-1-piperazinyl]ethyl]-2-methoxy-N-methylbenzamide hydrochloride, having a m.pt. of 226°-7° C. (dec.).